From a dataset of the Open Reaction Database (ORD), a public repository of structured organic reaction records. describe an organic reaction: reactants, conditions, products, and yield The reactants are CN(CCN)C (N,N-dimethylethylenediamine), CC1=CC=C(C=C1)N1C(=O)C=2C=C(C=3N(C4=CC=C(C=C4C3C2C1=O)OC)COC)CCC (N-(4-methylphenyl)-6-methoxy-9-methoxymethyl-1-propylcarbazole-3,4-dicarboximide). Yields the product CN(CCN1C(=O)C=2C=C(C=3NC4=CC=C(C=C4C3C2C1=O)OC)CCC)C (N-(2-dimethylaminoethyl)-6-methoxy-1-propylcarbazole-3,4-dicarboximide). The yield is 67.0%. Reaction SMILES: [CH3:1][N:2]([CH3:6])[CH2:3][CH2:4][NH2:5].CC1C=CC(N2[C:30](=[O:31])[C:29]3[C:28]4[C:27]5[C:22](=[CH:23][CH:24]=[C:25]([O:32][CH3:33])[CH:26]=5)[N:21](COC)[C:20]=4[C:19]([CH2:37][CH2:38][CH3:39])=[CH:18][C:17]=3[C:15]2=[O:16])=CC=1>>[CH3:1][N:2]([CH3:6])[CH2:3][CH2:4][N:5]1[C:30](=[O:31])[C:29]2[C:28]3[C:27]4[C:22](=[CH:23][CH:24]=[C:25]([O:32][CH3:33])[CH:26]=4)[NH:21][C:20]=3[C:19]([CH2:37][CH2:38][CH3:39])=[CH:18][C:17]=2[C:15]1=[O:16]. Procedure: 1.0 ml of N,N-dimethylethylenediamine was added to 300 mg of N-(4-methylphenyl)-6-methoxy-9-methoxymethyl-1-propylcarbazole-3,4-dicarboximide. The mixture was refluxed for 30 minutes and then concentrated to dryness under reduced pressure. To the residue were added 15 ml of methanol and 1.5 ml of concentrated hydrochloric acid. The mixture was refluxed for 30 minutes. The solvent was removed y distillation under reduced pressure. The residue was mixed with 50 ml of ethyl acetate and 20 ml of an ... The reactants are ClC1=CC=C2CC(NC2=C1)=O (6-chloro-1,3-dihydro-indol-2-one), C([O-])([O-])=O.[Na+].[Na+] (sodium carbonate), C(=O)(OC(C)(C)C)OC(=O)[O-] (tert-butyl dicarbonate). Run in C1CCOC1 (THF). Conditions: temperature 20 celsius, time 88 hour. Product: C(C)(C)(C)OC(=O)N1C(CC2=CC=C(C=C12)Cl)=O (6-Chloro-2-oxo-2,3-dihydro-indole-1-carboxylic acid tert-butyl ester). The yield is 48.3%. As a reaction SMILES: [Cl:1][C:2]1[CH:10]=[C:9]2[C:5]([CH2:6][C:7](=[O:11])[NH:8]2)=[CH:4][CH:3]=1.C(=O)([O-])[O-].[Na+].[Na+].[C:18](OC([O-])=O)([O:20][C:21]([CH3:24])([CH3:23])[CH3:22])=[O:19]>C1COCC1>[C:21]([O:20][C:18]([N:8]1[C:9]2[C:5](=[CH:4][CH:3]=[C:2]([Cl:1])[CH:10]=2)[CH2:6][C:7]1=[O:11])=[O:19])([CH3:24])([CH3:23])[CH3:22] |f:1.2.3|. Procedure details: A mixture of 6-chloro-1,3-dihydro-indol-2-one (11.35 g, 67.7 mmol), sodium carbonate (35.9 g, 338.5 mmol), tert-butyl dicarbonate (36.7 g, 168.2 mmol) and THF (300 mL) was stirred at 20° C. for 88 h then solids were removed by filtration and the filtrate evaporated in vacuo to give an oil. Chromatography (SiO2; gradient elution with 5-25% EtOAc in petrol) gave the title compound (8.746 g) as an oil. MS: [M−H]−=266. Reactants: N1=CC=CC=C1 (pyridine), BrC1=CC=C(N)C=C1 (4-Bromoaniline), ClCCCS(=O)(=O)Cl (3-chloropropanesulfonyl chloride). The solvent is C(C)(=O)OCC (ethyl acetate), C(Cl)Cl (CH2Cl2). Run at time 4 hour. The product is BrC1=CC=C(C=C1)NS(=O)(=O)CCCCl (N-(4-bromophenyl)-3-chloropropane-1-sulfonamide). Yield: 76.8%. Reaction SMILES: [Br:1][C:2]1[CH:8]=[CH:7][C:5]([NH2:6])=[CH:4][CH:3]=1.N1C=CC=CC=1.[Cl:15][CH2:16][CH2:17][CH2:18][S:19](Cl)(=[O:21])=[O:20]>C(Cl)Cl.C(OCC)(=O)C>[Br:1][C:2]1[CH:8]=[CH:7][C:5]([NH:6][S:19]([CH2:18][CH2:17][CH2:16][Cl:15])(=[O:21])=[O:20])=[CH:4][CH:3]=1. Reported procedure: 4-Bromoaniline (0.86 g, 5.0 mmol) was dissolved in CH2Cl2 (15 mL), pyridine (0.5 mL) was added, and 3-chloropropanesulfonyl chloride (0.6 mL, 5.0 mmol) was added. The mixture was stirred for 4 hours, diluted with ethyl acetate, and then washed with water, 2N HCl, brine, dried over MgSO4, and concentrated. The crude product was purified via Isco chromatography (the Redisep® column, silica, gradient 5-60% ethyl acetate in hexane) to afford 1.2 g (77%) N-(4-bromophenyl)-3-chloropropane-1-sulfonamid... The reactants are CCOCC (ether), CCOCC (ether), [H-].[Al+3].[Li+].[H-].[H-].[H-] (lithium aluminium hydride), O1CCCC1 (tetrahydrofuran), ClC=1C=CC2=C(C=C(C3=C(S2)SC=C3)C(=O)O)C1 (7-chlorobenzo[f]thieno [2,3-b]thiepin-4-carboxylic acid). Solvent: O (water). The product is ClC=1C=CC2=C(C=C(C3=C(S2)SC=C3)CO)C1 (7-chlorobenzo[f]thieno [2,3-b]thiepin-4-methanol). RXN SMILES: CCOCC.[H-].[Al+3].[Li+].[H-].[H-].[H-].[Cl:12][C:13]1[CH:14]=[CH:15][C:16]2[S:22][C:21]3[S:23][CH:24]=[CH:25][C:20]=3[C:19]([C:26](O)=[O:27])=[CH:18][C:17]=2[CH:29]=1.O1CCCC1>O>[Cl:12][C:13]1[CH:14]=[CH:15][C:16]2[S:22][C:21]3[S:23][CH:24]=[CH:25][C:20]=3[C:19]([CH2:26][OH:27])=[CH:18][C:17]=2[CH:29]=1 |f:1.2.3.4.5.6|. Reported procedure: To 40 ml of abs. ether is added at 3° under nitrogen 0.76 g (0.02 mole) of lithium aluminium hydride, and there is then added dropwise at 5° with stirring, in the course of half an hour, a solution of 2.9 g (0.01 mole) of 7-chlorobenzo[f]thieno [2,3-b]thiepin-4-carboxylic acid in 60 ml of abs. ether and 20 ml of abs. tetrahydrofuran. The mixture is subsequently stirred for 2 hours at room temperature; 4 ml of water is then slowly added dropwise at 5°, and the precipitate is filtered off with suc... Yields the product OC1=CC=C(C=C1)C(C(=O)OCC)C (Ethyl 2-(4-hydroxyphenyl)propanoate). RXN SMILES: COC[O:4][C:5]1[CH:10]=[CH:9][C:8]([CH:11]([CH3:17])[C:12]([O:14][CH2:15][CH3:16])=[O:13])=[CH:7][CH:6]=1.FC(F)(F)C(O)=O.C(=O)(O)[O-].[Na+].O>C(Cl)Cl>[OH:4][C:5]1[CH:6]=[CH:7][C:8]([CH:11]([CH3:17])[C:12]([O:14][CH2:15][CH3:16])=[O:13])=[CH:9][CH:10]=1 |f:2.3|. Reaction conditions: temperature 0 celsius, time 40 minute. Starting materials: COCOC1=CC=C(C=C1)C(C(=O)OCC)C (Ethyl 2-(4-(methoxymethoxy)phenyl)propanoate), FC(C(=O)O)(F)F (trifluoroacetic acid), O (water), C([O-])(O)=O.[Na+] (sodium bicarbonate). Procedure details: Ethyl 2-(4-(methoxymethoxy)phenyl)propanoate (485 mg, 2.04 mmol) in methylene chloride (10 mL) was added trifluoroacetic acid (5 mL) at 0° C. The mixture was stirred for 40 minutes at 0° C. and then slowly added solid sodium bicarbonate (7.14 g) and water (100 mL) at 0° C. The mixture was extracted with methylene chloride. The organic layer was dried with MgSO4. The organic layer was filtered and the filtrate was concentrated in vacuo. The residue was purified by column chromatography eluting wi... Solvent: C(Cl)Cl (methylene chloride). The reactants are CC(C)(C)OC(=O)N1CCC(CCn2cc(Br)c3c(Cl)ncnc32)CC1, [NH4+], [OH-]. Yields the product CC(C)(C)OC(=O)N1CCC(CCn2cc(Br)c3c(N)ncnc32)CC1. Reaction SMILES: [Br:1][c:2]1[cH:3][n:4]([CH2:12][CH2:13][CH:14]2[CH2:15][CH2:16][N:17]([C:20](=[O:21])[O:22][C:23]([CH3:24])([CH3:25])[CH3:26])[CH2:18][CH2:19]2)[c:5]2[n:6][cH:7][n:8][c:9]([Cl:11])[c:10]12.[NH4+:27].[OH-:28]>>[Br:1][c:2]1[cH:3][n:4]([CH2:12][CH2:13][CH:14]2[CH2:15][CH2:16][N:17]([C:20](=[O:21])[O:22][C:23]([CH3:24])([CH3:25])[CH3:26])[CH2:18][CH2:19]2)[c:5]2[n:6][cH:7][n:8][c:9]([NH2:27])[c:10]12. The reactants are CCOC(=O)C(=O)CC(=O)c1ccc(Cc2ccccc2)c(OC)c1OCCOC, C1CCOC1, CO, [Na+], [OH-], O. Yields the product COCCOc1c(C(=O)CC(=O)C(=O)O)ccc(Cc2ccccc2)c1OC. As a reaction SMILES: [CH2:1]([c:2]1[cH:3][cH:4][cH:5][cH:6][cH:7]1)[c:8]1[c:9]([O:29][CH3:30])[c:10]([O:24][CH2:25][CH2:26][O:27][CH3:28])[c:11]([C:14]([CH2:15][C:16]([C:17](=[O:18])[O:19][CH2:20][CH3:21])=[O:22])=[O:23])[cH:12][cH:13]1.[CH2:31]1[O:32][CH2:33][CH2:34][CH2:35]1.[CH3:36][OH:37].[Na+:39].[OH-:38].[OH2:40]>>[CH2:1]([c:2]1[cH:3][cH:4][cH:5][cH:6][cH:7]1)[c:8]1[c:9]([O:29][CH3:30])[c:10]([O:24][CH2:25][CH2:26][O:27][CH3:28])[c:11]([C:14]([CH2:15][C:16]([C:17](=[O:18])[OH:19])=[O:22])=[O:23])[cH:12][cH:13]1. RXN SMILES: [C:29].[CH2:22]1[O:23][CH2:24][CH2:25][CH2:26]1.[CH3:27][OH:28].[F:1][c:2]1[c:3]([CH:16]=[CH:17][C:18](=[O:19])[O:20][CH3:21])[c:4]([C:12](=[O:13])[O:14][CH3:15])[c:5]2[cH:6][n:7]([CH3:11])[n:8][c:9]2[cH:10]1.[Pd:30]>>[F:1][c:2]1[c:3]([CH2:16][CH2:17][C:18](=[O:19])[O:20][CH3:21])[c:4]([C:12](=[O:13])[O:14][CH3:15])[c:5]2[cH:6][n:7]([CH3:11])[n:8][c:9]2[cH:10]1. Reactants: C, C1CCOC1, CO, COC(=O)C=Cc1c(F)cc2nn(C)cc2c1C(=O)OC, [Pd]. Product: COC(=O)CCc1c(F)cc2nn(C)cc2c1C(=O)OC.